From a dataset of the Open Reaction Database (ORD), a public repository of structured organic reaction records. describe an organic reaction: reactants, conditions, products, and yield The reactants are COC1=CC2=C(NC(=N2)SCC2=C(C(=CC=C2)C)N)C=C1 (2-[[(5-methoxy-1H-benzimidazol-2-yl)thio]methyl]-6-methylbenzenamine), C(C)OCC (diethylether). Product: COC1=CC2=C(NC(=N2)S(=O)CC2=C(C(=CC=C2)C)N)C=C1 (2-[[(5-Methoxy-1H-benzimidazol-2-yl)sulfinyl]methyl]-6-methylbenzenamine). RXN SMILES: [CH3:1][O:2][C:3]1[CH:21]=[CH:20][C:6]2[NH:7][C:8]([S:10][CH2:11][C:12]3[CH:17]=[CH:16][CH:15]=[C:14]([CH3:18])[C:13]=3[NH2:19])=[N:9][C:5]=2[CH:4]=1.C([O:24]CC)C>>[CH3:1][O:2][C:3]1[CH:21]=[CH:20][C:6]2[NH:7][C:8]([S:10]([CH2:11][C:12]3[CH:17]=[CH:16][CH:15]=[C:14]([CH3:18])[C:13]=3[NH2:19])=[O:24])=[N:9][C:5]=2[CH:4]=1. Reported procedure: The title compound was prepared by the method of Example 3 using 2.00 g of the title product of Example 35 instead of the title product of Example 2. Trituration with diethylether gave 1.58 g of the title compound: m.p. 142-144° C. Analysis. Calc'd. for C16H17N3O2S: C, 60.93; H, 5.43; N, 13.32; S, 10.17. Found: C, 60.60; H, 5.42; N, 12.83; S, 9.86.